From a dataset of the Open Reaction Database (ORD), a public repository of structured organic reaction records. describe an organic reaction: reactants, conditions, products, and yield Reactants: O (water), N([C@@H](CC=1C(=CC=CC1)F)C(=O)O)C(=O)OC(C)(C)C (Boc-Phe(2-F)-OH), N([C@@H](C(C)C)C(=O)N([C@@H](CC1=CC(=C(C=C1)O)C(C)(C)C)C(=O)N)C)C (N-Me-Val-N-Me-Tyr(3-tBu)-NH2), TEA. Solvent: C1CCOC1 (THF). Conditions: time 8 hour. The product is N([C@@H](CC=1C(=CC=CC1)F)C(=O)N([C@@H](C(C)C)C(=O)N([C@@H](CC1=CC(=C(C=C1)O)C(C)(C)C)C(=O)N)C)C)C(=O)OC(C)(C)C (Boc-Phe(2-F)-N-Me-Val-N-Me-Tyr(3-tBu)-NH2). Isolated yield 90.8%. RXN SMILES: [NH:1]([C:14]([O:16][C:17]([CH3:20])([CH3:19])[CH3:18])=[O:15])[C@H:2]([C:11]([OH:13])=O)[CH2:3][C:4]1[C:5]([F:10])=[CH:6][CH:7]=[CH:8][CH:9]=1.[NH:21]([CH3:46])[C@H:22]([C:26]([N:28]([CH3:45])[C@H:29]([C:42]([NH2:44])=[O:43])[CH2:30][C:31]1[CH:36]=[CH:35][C:34]([OH:37])=[C:33]([C:38]([CH3:41])([CH3:40])[CH3:39])[CH:32]=1)=[O:27])[CH:23]([CH3:25])[CH3:24].O>C1COCC1>[NH:1]([C:14]([O:16][C:17]([CH3:20])([CH3:19])[CH3:18])=[O:15])[C@H:2]([C:11]([N:21]([CH3:46])[C@H:22]([C:26]([N:28]([CH3:45])[C@H:29]([C:42]([NH2:44])=[O:43])[CH2:30][C:31]1[CH:36]=[CH:35][C:34]([OH:37])=[C:33]([C:38]([CH3:41])([CH3:39])[CH3:40])[CH:32]=1)=[O:27])[CH:23]([CH3:25])[CH3:24])=[O:13])[CH2:3][C:4]1[C:5]([F:10])=[CH:6][CH:7]=[CH:8][CH:9]=1. Reported procedure: To a solution of Boc-Phe(2-F)-OH (0.20 g, 0.706 mmol), N-Me-Val-N-Me-Tyr(3-tBu)-NH2 (0.21 g, 0.578 mmol) and CMPI (0.20 g, 0.783 mmol) in THF (6 ml), TEA (0.30 ml, 2.15 mmol) was added under cooling with ice and stirred at room temperature overnight. The reaction mixture was mixed with water and extracted with ethyl acetate. The organic layer was washed with saturated brine, dried over anhydrous magnesium sulfate and evaporated to remove the solvent under reduced pressure; the thus obtained resi...